From a dataset of the Open Reaction Database (ORD), a public repository of structured organic reaction records. describe an organic reaction: reactants, conditions, products, and yield Reactants: ClC1=NC=CC2=CC=CC=C12 (1-Chloroisoquinoline), C1(=CC=CC=C1)B(O)O (phenylboronic acid), COCCOC (ethylene glycol dimethyl ether), C1(=CC=CC=C1)P(C1=CC=CC=C1)C1=CC=CC=C1 (triphenylphosphine), Pd(II) acetate. The solvent is C(C)(=O)OCC (ethyl acetate). Product: C1(=CC=CC=C1)C1=NC=CC2=CC=CC=C12 (1-phenylisoquinoline). Yield: 81.2%. Reaction SMILES: Cl[C:2]1[C:11]2[C:6](=[CH:7][CH:8]=[CH:9][CH:10]=2)[CH:5]=[CH:4][N:3]=1.[C:12]1(B(O)O)[CH:17]=[CH:16][CH:15]=[CH:14][CH:13]=1.COCCOC.C1(P(C2C=CC=CC=2)C2C=CC=CC=2)C=CC=CC=1>C(OCC)(=O)C>[C:12]1([C:2]2[C:11]3[C:6](=[CH:7][CH:8]=[CH:9][CH:10]=3)[CH:5]=[CH:4][N:3]=2)[CH:17]=[CH:16][CH:15]=[CH:14][CH:13]=1. Procedure details: 1-Chloroisoquinoline (5.0 g, 30 mmol) and phenylboronic acid (4.5 g, 37 mmol) was dissolved into 100 mL of ethylene glycol dimethyl ether, followed by the addition of triphenylphosphine (0.7 g, 3 mmol) and Pd(II) acetate (0.17 g, 0.75 mmol). The reaction mixture was refluxed for 16 hours. The reaction mixture was cooled and the aqueous layer discarded. Additional ethyl acetate was added and the solvent was washed with a saturated solution of sodium chloride, dried over magnesium sulfate and conc... The reactants are CC=1C=C(OCC(C)=NO)C=C(C1)C (1-(3,5-dimethylphenoxy)-2-propanone oxime), resultant mixture. Reagents/catalysts: [Ni] (Raney nickel). The solvent is C(C)O (ethanol). Yields the product CC=1C=C(OCC(C)N)C=C(C1)C (1-(3,5-dimethylphenoxy)2-aminopropane). Isolated yield 85.9%. As a reaction SMILES: [CH3:1][C:2]1[CH:3]=[C:4]([CH:11]=[C:12]([CH3:14])[CH:13]=1)[O:5][CH2:6][C:7](=[N:9]O)[CH3:8]>C(O)C.[Ni]>[CH3:1][C:2]1[CH:3]=[C:4]([CH:11]=[C:12]([CH3:14])[CH:13]=1)[O:5][CH2:6][CH:7]([NH2:9])[CH3:8]. Procedure details: 10.0 Grams (52 mmol) of 1-(3,5-dimethylphenoxy)-2-propanone oxime was dissolved in 50 ml of ethanol in an autoclave, and 1.0 g of a Raney nickel catalyst (W-2) was added. The resultant mixture was stirred under a hydrogen pressure of 5 kg/cm2G at 50° to 60° C. for 1 hour. The catalyst was separated by filtration, and the filtrate was concentrated under reduced pressure. The residue was dissolved in 50 ml of ethyl ether, and the mixture was subjected to extraction with a 20% hydrochloric acid aqu...